From a dataset of the Open Reaction Database (ORD), a public repository of structured organic reaction records. describe an organic reaction: reactants, conditions, products, and yield Reactants: NC1=CC=C(C=C1)CCCCO (4-(p-amino phenyl) butanol), ClCCN=C=O (2-chloroethyl isocyanate). Reaction conditions: time 3 hour. Product: ClCCNC(NC1=CC=C(C=C1)CCCCO)=O (4-{p-[3-(2-chloroethyl)ureido]phenyl}butanol). Isolated yield 55.0%. As a reaction SMILES: [NH2:1][C:2]1[CH:7]=[CH:6][C:5]([CH2:8][CH2:9][CH2:10][CH2:11][OH:12])=[CH:4][CH:3]=1.[Cl:13][CH2:14][CH2:15][N:16]=[C:17]=[O:18]>>[Cl:13][CH2:14][CH2:15][NH:16][C:17](=[O:18])[NH:1][C:2]1[CH:3]=[CH:4][C:5]([CH2:8][CH2:9][CH2:10][CH2:11][OH:12])=[CH:6][CH:7]=1. Procedure details: To a solution of 4-(p-amino phenyl) butanol (2 g in 125 mL of ethyl ether) is added dropwise 1.25 g of 2-chloroethyl isocyanate. This solution is stirred for 3 h at room temperature, cooled at -20° C., and faltered. A white solid of 4-{p-[3-(2-chloroethyl)ureido]phenyl}butanol is separated and recrystallized from ethanol (white flakes), yield 55%, mp 123°-124° C., IR (KBr pellet): 3300 (NH), 1730 (C=O, ester), and 1640 cm-1 (C=O, ureido); 1H NMR (DMSO-d6): 8.65 (s, 1p, ArNH), 7.4-7.0 (dd, 4p, p-... The reactants are ice, O1CCOC12CCN(CC2)CC#CC(=O)O (4-(1,4-dioxa-8-azaspiro[4,5]dec-8-yl)but-2-ynoic acid), CN1CCOCC1 (N-methylmorpholine), NC=1C=C2C(=C(C=NC2=CC1)C#N)NC1=CC(=CC=C1)Br (6-amino-4-[(3-bromophenyl)amino]-quinoline-3-carbonitrile), ClC(=O)OCC(C)C (isobutyl chloroformate), C(=O)(O)[O-].[Na+] (NaHCO3), ice water. Run in C1CCOC1 (THF), N1=CC=CC=C1 (pyridine). Reaction conditions: time 30 minute. Product: BrC=1C=C(C=CC1)NC1=C(C=NC2=CC=C(C=C12)NC(C#CCN1CCC2(OCCO2)CC1)=O)C#N (4-(1,4-dioxa-8-azaspiro[4,5]dec-8-yl)but-2-ynoic acid[4-(3-bromophenylamino)-3-cyanoquinol-6-yl]amide). Isolated yield 34.7%. Reaction SMILES: [O:1]1[C:5]2([CH2:10][CH2:9][N:8]([CH2:11][C:12]#[C:13][C:14]([OH:16])=O)[CH2:7][CH2:6]2)[O:4][CH2:3][CH2:2]1.CN1CCOCC1.ClC(OCC(C)C)=O.[NH2:32][C:33]1[CH:34]=[C:35]2[C:40](=[CH:41][CH:42]=1)[N:39]=[CH:38][C:37]([C:43]#[N:44])=[C:36]2[NH:45][C:46]1[CH:51]=[CH:50][CH:49]=[C:48]([Br:52])[CH:47]=1.C([O-])(O)=O.[Na+]>C1COCC1.N1C=CC=CC=1>[Br:52][C:48]1[CH:47]=[C:46]([NH:45][C:36]2[C:35]3[C:40](=[CH:41][CH:42]=[C:33]([NH:32][C:14](=[O:16])[C:13]#[C:12][CH2:11][N:8]4[CH2:7][CH2:6][C:5]5([O:1][CH2:2][CH2:3][O:4]5)[CH2:10][CH2:9]4)[CH:34]=3)[N:39]=[CH:38][C:37]=2[C:43]#[N:44])[CH:51]=[CH:50][CH:49]=1 |f:4.5|. Reported procedure: To an ice cold solution of 1.75 g (7.78 mmol) of 4-(1,4-dioxa-8-azaspiro[4,5]dec-8-yl)but-2-ynoic acid in 100 mL of THF under N2 was added 0.942 g (9.33 mmol) of N-methylmorpholine followed by 0.852 g (6.22 mmol) of isobutyl chloroformate. After stirring in the cold for 30 min, a solution of 1.05 g (3.11 mmol) of 6-amino-4-[(3-bromophenyl)amino]-quinoline-3-carbonitrile in 8 mL of pyridine was added dropwise. After stirring in the cold for 5 h, the reaction was poured into ice water and satd NaH... Starting materials: CC[SiH](CC)CC, NC(=O)c1cnn2c1NCC=C2c1cccc(C(F)(F)F)c1, [K+], [OH-], O=C(O)C(F)(F)F. Yields the product NC(=O)c1cnn2c1NCCC2c1cccc(C(F)(F)F)c1. RXN SMILES: [CH2:23]([SiH:24]([CH2:25][CH3:26])[CH2:27][CH3:28])[CH3:29].[F:1][C:2]([c:3]1[cH:4][c:5]([C:9]2=[CH:10][CH2:11][NH:12][c:13]3[n:14]2[n:15][cH:16][c:17]3[C:18](=[O:19])[NH2:20])[cH:6][cH:7][cH:8]1)([F:21])[F:22].[K+:31].[OH-:30].[OH:32][C:33]([C:34]([F:35])([F:36])[F:37])=[O:38]>>[F:1][C:2]([c:3]1[cH:4][c:5]([CH:9]2[CH2:10][CH2:11][NH:12][c:13]3[n:14]2[n:15][cH:16][c:17]3[C:18](=[O:19])[NH2:20])[cH:6][cH:7][cH:8]1)([F:21])[F:22]. The reactants are CC(C)(C)OC(=O)OC(=O)OC(C)(C)C, COC(c1ccccc1)c1nc2cc(F)c(F)cc2n1C(C(=O)NCc1ccccc1)C1CCCCC1, CC#N, Cl, [Li+], [OH-], O, O. Product: COC(c1ccccc1)c1nc2cc(F)c(F)cc2n1C(C(=O)O)C1CCCCC1. RXN SMILES: [C:38]([O:42][C:39]([O:40][C:41]([O:43][C:44]([CH3:45])([CH3:46])[CH3:47])=[O:48])=[O:49])([CH3:50])([CH3:51])[CH3:52].[CH2:1]([NH:2][C:9]([CH:10]([n:11]1[c:12]([CH:22]([c:23]2[cH:24][cH:25][cH:26][cH:27][cH:28]2)[O:29][CH3:30])[n:13][c:14]2[c:15]1[cH:16][c:17]([F:21])[c:18]([F:20])[cH:19]2)[CH:31]1[CH2:32][CH2:33][CH2:34][CH2:35][CH2:36]1)=[O:37])[c:3]1[cH:4][cH:5][cH:6][cH:7][cH:8]1.[CH3:57][C:58]#[N:59].[ClH:56].[Li+:55].[OH-:54].[OH2:53].[OH2:60]>>[C:9]([CH:10]([n:11]1[c:12]([CH:22]([c:23]2[cH:24][cH:25][cH:26][cH:27][cH:28]2)[O:29][CH3:30])[n:13][c:14]2[c:15]1[cH:16][c:17]([F:21])[c:18]([F:20])[cH:19]2)[CH:31]1[CH2:32][CH2:33][CH2:34][CH2:35][CH2:36]1)(=[O:37])[OH:42].